From a dataset of the Open Reaction Database (ORD), a public repository of structured organic reaction records. describe an organic reaction: reactants, conditions, products, and yield Reactants: S(O)(O)(=O)=O (Sulphuric acid), FC(C=C(C)C)(F)F (1,1,1-Trifluoro-3-methyl-2-butene), [C-]#N (cyanide), O (water), ice-salt. Reaction conditions: temperature 43 celsius, time 12 minute. Yields the product FC(CC(C)(C)NC=O)(F)F (N(3,3,3-Trifluoro-1,1-dimethylpropyl)formamide). As a reaction SMILES: [F:1][C:2]([F:8])([F:7])[CH:3]=[C:4]([CH3:6])[CH3:5].[C-:9]#[N:10].S(=O)(=O)(O)O.[OH2:16]>>[F:1][C:2]([F:8])([F:7])[CH2:3][C:4]([NH:10][CH:9]=[O:16])([CH3:6])[CH3:5]. Procedure: 1,1,1-Trifluoro-3-methyl-2-butene (16.1 g, 130 mmol), sodim cyanide (6.7 g, 133 mmol), and water (3.1 g) were stirred together in a flask, and cooled in an ice-salt mixture to 1°-6° C. internal temperature. Sulphuric acid (35.3 g of 98%, 353 mmol) was added from a dropping funnel over 45 minutes. After the addition, the cooling bath was removed, and the reaction mixture allowed to warm. A temperature of 35° C. was reached in 12 minutes, and cooling was applied to give 25° C. When the heat of rea... The reactants are CSC=1S\C(\C(N1)=O)=C/C=1C=C2C=CC=NC2=CC1 (2-methylsulfanyl-5-[1-quinolin-6-yl-meth-(Z)-ylidene]-thiazol-4-one), O[C@@H]1[C@@H](C2=CC=CC=C2C1)N ((1R,2S)-(−)-2-hydroxy-indan-1-ylamine), CCN(C(C)C)C(C)C (DIEA). Yields the product O[C@@H]1[C@@H](C2=CC=CC=C2C1)NC=1S\C(\C(N1)=O)=C/C=1C=C2C=CC=NC2=CC1 (2-((1R,2S)-2-hydroxy-indan-1-ylamino)-5-[1-quinolin-6-yl-meth-(Z)-ylidene]-thiazol-4-one). RXN SMILES: CS[C:3]1[S:4]/[C:5](=[CH:9]\[C:10]2[CH:11]=[C:12]3[C:17](=[CH:18][CH:19]=2)[N:16]=[CH:15][CH:14]=[CH:13]3)/[C:6](=[O:8])[N:7]=1.[OH:20][C@H:21]1[CH2:29][C:28]2[C:23](=[CH:24][CH:25]=[CH:26][CH:27]=2)[C@H:22]1[NH2:30].CCN(C(C)C)C(C)C>>[OH:20][C@H:21]1[CH2:29][C:28]2[C:23](=[CH:24][CH:25]=[CH:26][CH:27]=2)[C@H:22]1[NH:30][C:3]1[S:4]/[C:5](=[CH:9]\[C:10]2[CH:11]=[C:12]3[C:17](=[CH:18][CH:19]=2)[N:16]=[CH:15][CH:14]=[CH:13]3)/[C:6](=[O:8])[N:7]=1. Procedure details: Similar procedure as described in example 1b was used, starting from 2-methylsulfanyl-5-[1-quinolin-6-yl-meth-(Z)-ylidene]-thiazol-4-one, (1R,2S)-(−)-2-hydroxy-indan-1-ylamine and DIEA to give 2-((1R,2S)-2-hydroxy-indan-1-ylamino)-5-[1-quinolin-6-yl-meth-(Z)-ylidene]-thiazol-4-one. LC-MS m/e 388 (MH+). Reactants: CC(=O)Nc1ncc(Sc2ccc(F)cc2F)s1, CCO, Cl. The product is Nc1ncc(Sc2ccc(F)cc2F)s1. RXN SMILES: [C:1](=[O:2])([CH3:3])[NH:4][c:5]1[s:6][c:7]([S:10][c:11]2[c:12]([F:18])[cH:13][c:14]([F:17])[cH:15][cH:16]2)[cH:8][n:9]1.[CH3:20][CH2:21][OH:22].[ClH:19]>>[NH2:4][c:5]1[s:6][c:7]([S:10][c:11]2[c:12]([F:18])[cH:13][c:14]([F:17])[cH:15][cH:16]2)[cH:8][n:9]1. Product: ClC=1C=CC2=C(C(=CS2)CBr)C1 (5-chloro-3-bromomethylbenzothiophene). Starting materials: polyphosphoric acid, ClC=1C=CC2=C(C(=CS2)C)C1 (5-chloro-3-methylbenzothiophene), BrN1C(CCC1=O)=O (N-bromosuccinimide). As a reaction SMILES: [Cl:1][C:2]1[CH:3]=[CH:4][C:5]2[S:9][CH:8]=[C:7]([CH3:10])[C:6]=2[CH:11]=1.[Br:12]N1C(=O)CCC1=O>>[Cl:1][C:2]1[CH:3]=[CH:4][C:5]2[S:9][CH:8]=[C:7]([CH2:10][Br:12])[C:6]=2[CH:11]=1. Reported procedure: Reaction of chloroacetone with 4-chlorothiophenol gave (4-chlorophenyl)thiomethyl methyl ketone, which was cyclized by reaction with polyphosphoric acid to 5-chloro-3-methylbenzothiophene. Bromination of the latter compound by photochemical reaction with N-bromosuccinimide provided 5-chloro-3-bromomethylbenzothiophene, which was reacted with sodium cyanide to give 5-chloro-3-cyanomethylbenzothiophene. The latter compound was hydrolyzed and esterified to give methyl α-(5-chloro-3-benzothienyl)ace... Reactants: C=CCOc1ccccc1-c1ncc(C(N)=O)c(=O)[nH]1, O=P(Cl)(Cl)Cl. The product is C=CCOc1ccccc1-c1ncc(C#N)c(=O)[nH]1. Reaction SMILES: [O:1]=[c:2]1[c:3]([C:18](=[O:19])[NH2:20])[cH:4][n:5][c:6](-[c:8]2[c:9]([O:14][CH2:15][CH:16]=[CH2:17])[cH:10][cH:11][cH:12][cH:13]2)[nH:7]1.[P:21]([Cl:22])([Cl:23])([Cl:24])=[O:25]>>[O:1]=[c:2]1[c:3]([C:18]#[N:20])[cH:4][n:5][c:6](-[c:8]2[c:9]([O:14][CH2:15][CH:16]=[CH2:17])[cH:10][cH:11][cH:12][cH:13]2)[nH:7]1. Starting materials: Cc1ccc(-c2ccccc2S(=O)(=O)Cl)cc1, COCCOC, Cl, [H-], COc1nc(Br)cnc1N, [Na+], O. Product: COc1nc(Br)cnc1NS(=O)(=O)c1ccccc1-c1ccc(C)cc1. As a reaction SMILES: [CH3:13][c:14]1[cH:15][cH:16][c:17](-[c:20]2[c:21]([S:26](=[O:27])(=[O:28])[Cl:29])[cH:22][cH:23][cH:24][cH:25]2)[cH:18][cH:19]1.[CH3:31][O:32][CH2:33][CH2:34][O:35][CH3:36].[ClH:30].[H-:1].[NH2:3][c:4]1[n:5][cH:6][c:7]([Br:12])[n:8][c:9]1[O:10][CH3:11].[Na+:2].[OH2:37]>>[NH:3]([c:4]1[n:5][cH:6][c:7]([Br:12])[n:8][c:9]1[O:10][CH3:11])[S:26]([c:21]1[c:20](-[c:17]2[cH:16][cH:15][c:14]([CH3:13])[cH:19][cH:18]2)[cH:25][cH:24][cH:23][cH:22]1)(=[O:27])=[O:28]. Reactants: ClC1=CC=C2C=CC(=NC2=C1)COC1=CC=C2CC(C(C2=C1)SCCCC(=O)OC)CC1=C(C=CC=C1)C(=O)O (6-(7-Chloro-2-quinolinyl)methoxy-2-(2-carboxyphenyl)methyl-1-(3-carbomethoxypropylthio)indane), C(=O)([O-])[O-].[K+].[K+] (K2CO3), CC(=O)O (HOAc), [NH4+].[Cl-] (NH4Cl). Solvent: C1CCOC1.CO (THF MeOH). Run at time 20 hour. Yields the product ClC1=CC=C2C=CC(=NC2=C1)COC1=CC=C2CC(C(C2=C1)SCCCC(=O)O)CC1=C(C=CC=C1)C(=O)O (6-(7-Chloro-2-quinolinyl)methoxy-2-(2-carboxyphenyl)methyl-1-(3-carboxypropylthio)indane). Isolated yield 77.7%. RXN SMILES: [Cl:1][C:2]1[CH:11]=[C:10]2[C:5]([CH:6]=[CH:7][C:8]([CH2:12][O:13][C:14]3[CH:22]=[C:21]4[C:17]([CH2:18][CH:19]([CH2:31][C:32]5[CH:37]=[CH:36][CH:35]=[CH:34][C:33]=5[C:38]([OH:40])=[O:39])[CH:20]4[S:23][CH2:24][CH2:25][CH2:26][C:27]([O:29]C)=[O:28])=[CH:16][CH:15]=3)=[N:9]2)=[CH:4][CH:3]=1.C([O-])([O-])=O.[K+].[K+].[NH4+].[Cl-].CC(O)=O>C1COCC1.CO>[Cl:1][C:2]1[CH:11]=[C:10]2[C:5]([CH:6]=[CH:7][C:8]([CH2:12][O:13][C:14]3[CH:22]=[C:21]4[C:17]([CH2:18][CH:19]([CH2:31][C:32]5[CH:37]=[CH:36][CH:35]=[CH:34][C:33]=5[C:38]([OH:40])=[O:39])[CH:20]4[S:23][CH2:24][CH2:25][CH2:26][C:27]([OH:29])=[O:28])=[CH:16][CH:15]=3)=[N:9]2)=[CH:4][CH:3]=1 |f:1.2.3,4.5,7.8|. Procedure: To a solution of the product of Step 6 (131 mg, 0.229 mmol) in THF/MeOH (1.5 ml, 1:2) was added 1M K2CO3 (0.687 ml). The mixture was stirred at room temperature for 20 hrs. NH4Cl solution was added and the pH was adjusted to 5 with HOAc. Extraction with EtOAc followed by chromatography of the crude product on silicic acid (eluted with 30% EtOAc/hexane) gave 100 mg of the title compounds.